This data is from the Open Reaction Database (ORD), a public repository of structured organic reaction records. The task is: describe an organic reaction: reactants, conditions, products, and yield The reactants are CC(C)Cc1ccc(Br)cc1, C#C[Si](C)(C)C, Cl, CN(C)C=O, c1ccc(P(c2ccccc2)(c2ccccc2)[Pd](P(c2ccccc2)(c2ccccc2)c2ccccc2)(P(c2ccccc2)(c2ccccc2)c2ccccc2)P(c2ccccc2)(c2ccccc2)c2ccccc2)cc1. The product is CC(C)Cc1ccc(C#C[Si](C)(C)C)cc1. As a reaction SMILES: [Br:1][c:2]1[cH:3][cH:4][c:5]([CH2:8][CH:9]([CH3:10])[CH3:11])[cH:6][cH:7]1.[C:12](#[CH:13])[Si:14]([CH3:15])([CH3:16])[CH3:17].[ClH:18].[O:19]=[CH:20][N:21]([CH3:22])[CH3:23].[cH:24]1[cH:25][cH:26][c:27]([P:28]([Pd:29]([P:30]([c:31]2[cH:32][cH:33][cH:34][cH:35][cH:36]2)([c:37]2[cH:38][cH:39][cH:40][cH:41][cH:42]2)[c:43]2[cH:44][cH:45][cH:46][cH:47][cH:48]2)([P:49]([c:50]2[cH:51][cH:52][cH:53][cH:54][cH:55]2)([c:56]2[cH:57][cH:58][cH:59][cH:60][cH:61]2)[c:62]2[cH:63][cH:64][cH:65][cH:66][cH:67]2)[P:68]([c:69]2[cH:70][cH:71][cH:72][cH:73][cH:74]2)([c:75]2[cH:76][cH:77][cH:78][cH:79][cH:80]2)[c:81]2[cH:82][cH:83][cH:84][cH:85][cH:86]2)([c:87]2[cH:88][cH:89][cH:90][cH:91][cH:92]2)[c:93]2[cH:94][cH:95][cH:96][cH:97][cH:98]2)[cH:99][cH:100]1>>[c:2]1([C:13]#[C:12][Si:14]([CH3:15])([CH3:16])[CH3:17])[cH:3][cH:4][c:5]([CH2:8][CH:9]([CH3:10])[CH3:11])[cH:6][cH:7]1.